From a dataset of the Open Reaction Database (ORD), a public repository of structured organic reaction records. describe an organic reaction: reactants, conditions, products, and yield The reactants are CC1=CC=C(C=C1)S(=O)(=O)NCCCCOC1=CC=C(C=C1)[N+](=O)[O-] (4-Methyl-N-[4-(4-nitrophenoxy)butyl]benzenesulfonamide), NN (hydrazine). Reagents/catalysts: [Pd] (palladium on carbon). The solvent is C(C)O (ethanol). The product is CC1=CC=C(C=C1)S(=O)(=O)NCCCCOC1=CC=C(C=C1)N (4-Methyl-N-[4-(4-aminophenoxy)butyl]benzenesulfonamide). Reaction SMILES: [CH3:1][C:2]1[CH:7]=[CH:6][C:5]([S:8]([NH:11][CH2:12][CH2:13][CH2:14][CH2:15][O:16][C:17]2[CH:22]=[CH:21][C:20]([N+:23]([O-])=O)=[CH:19][CH:18]=2)(=[O:10])=[O:9])=[CH:4][CH:3]=1.NN>C(O)C.[Pd]>[CH3:1][C:2]1[CH:3]=[CH:4][C:5]([S:8]([NH:11][CH2:12][CH2:13][CH2:14][CH2:15][O:16][C:17]2[CH:18]=[CH:19][C:20]([NH2:23])=[CH:21][CH:22]=2)(=[O:9])=[O:10])=[CH:6][CH:7]=1. Reported procedure: 5.0 g of 4-methyl-N-[4-(4-nitrophenoxy)-butyl]benzenesulfonamide (Example 35) is dissolved in 500 ml of ethanol, 1.5 ml of anhydrous hydrazine and 500 mg of 10% palladium on carbon are added, and the mixture is then stirred under reflux for four hours. The reaction mixture is filtered hot. Cooling the filtrate to room temperature produces a precipitate, which is collected. The filtrate is reheated to boiling and utilized to re-extract the palladium-carbon residue, and after filtration, cooled to... The reactants are B, COc1cc(F)c(C(O)C#N)cc1OC, CO, Cl, C1CCOC1. Product: COc1cc(F)c(C(O)CN)cc1OC, Cl. As a reaction SMILES: [BH3:16].[C:1](#[N:2])[CH:3]([c:4]1[cH:5][c:6]([O:13][CH3:14])[c:7]([O:11][CH3:12])[cH:8][c:9]1[F:10])[OH:15].[CH3:17][OH:18].[ClH:19].[O:20]1[CH2:21][CH2:22][CH2:23][CH2:24]1>>[CH2:1]([NH2:2])[CH:3]([c:4]1[cH:5][c:6]([O:13][CH3:14])[c:7]([O:11][CH3:12])[cH:8][c:9]1[F:10])[OH:15].[ClH:19]. Starting materials: O=C([O-])O, Cl, [Na+], COC(=O)c1cc2[nH]c(=O)c3cnc(C4CCC5(CC4)OCCO5)n3c2cc1C, C1CCOC1. Product: COC(=O)c1cc2[nH]c(=O)c3cnc(C4CCC(=O)CC4)n3c2cc1C. As a reaction SMILES: [C:31](=[O:32])([O-:33])[OH:34].[ClH:30].[Na+:35].[O:1]1[CH2:3][CH2:2][O:4][C:5]12[CH2:6][CH2:7][CH:8]([c:11]1[n:12][cH:13][c:14]3[n:15]1[c:16]1[cH:17][c:18]([CH3:29])[c:19]([C:25](=[O:26])[O:27][CH3:28])[cH:20][c:21]1[nH:22][c:23]3=[O:24])[CH2:9][CH2:10]2.[O:36]1[CH2:37][CH2:38][CH2:39][CH2:40]1>>[O:4]=[C:5]1[CH2:6][CH2:7][CH:8]([c:11]2[n:12][cH:13][c:14]3[n:15]2[c:16]2[cH:17][c:18]([CH3:29])[c:19]([C:25](=[O:26])[O:27][CH3:28])[cH:20][c:21]2[nH:22][c:23]3=[O:24])[CH2:9][CH2:10]1. The reactants are O (water), C1(CCCC1)OC1=CC(=C(C(=O)C=2C=CC(=C(C2)CCC(=O)O)OCC2=CC3=C(C(=NO3)OCOC)C=C2)C=C1)O (3-(5-[4-(cyclopentyloxy)-2-hydroxybenzoyl]-2-{[3-(methoxymethoxy)-1,2-benzisoxazol-6-yl]methoxy}phenyl) propanoic acid), C([O-])([O-])=O.[K+].[K+] (potassium carbonate), C(C(C)(C)C)(=O)OCCl (chloromethyl pivalate). Run in C(C)(=O)OCC (ethyl acetate), CN(C=O)C (N,N-dimethylformamide). Reaction conditions: temperature 40 celsius, time 2 hour. Yields the product C(C(C)(C)C)(=O)OCOC(CCC1=C(C=CC(=C1)C(C1=C(C=C(C=C1)OC1CCCC1)O)=O)OCC1=CC2=C(C(=NO2)OCOC)C=C1)=O ({[3-(5-[4-(cyclopentyloxy)-2-hydroxybenzoyl]-2-{[3-(methoxymethoxy)-1,2-benzisoxazol-6-yl]methoxy}phenyl) propanoyl]oxy}methyl pivalate). Reaction SMILES: [CH:1]1([O:6][C:7]2[CH:40]=[CH:39][C:10]([C:11]([C:13]3[CH:14]=[CH:15][C:16]([O:24][CH2:25][C:26]4[CH:38]=[CH:37][C:29]5[C:30]([O:33][CH2:34][O:35][CH3:36])=[N:31][O:32][C:28]=5[CH:27]=4)=[C:17]([CH2:19][CH2:20][C:21]([OH:23])=[O:22])[CH:18]=3)=[O:12])=[C:9]([OH:41])[CH:8]=2)[CH2:5][CH2:4][CH2:3][CH2:2]1.C(=O)([O-])[O-].[K+].[K+].[C:48]([O:54][CH2:55]Cl)(=[O:53])[C:49]([CH3:52])([CH3:51])[CH3:50].O>CN(C)C=O.C(OCC)(=O)C>[C:48]([O:54][CH2:55][O:22][C:21](=[O:23])[CH2:20][CH2:19][C:17]1[CH:18]=[C:13]([C:11](=[O:12])[C:10]2[CH:39]=[CH:40][C:7]([O:6][CH:1]3[CH2:2][CH2:3][CH2:4][CH2:5]3)=[CH:8][C:9]=2[OH:41])[CH:14]=[CH:15][C:16]=1[O:24][CH2:25][C:26]1[CH:38]=[CH:37][C:29]2[C:30]([O:33][CH2:34][O:35][CH3:36])=[N:31][O:32][C:28]=2[CH:27]=1)(=[O:53])[C:49]([CH3:52])([CH3:51])[CH3:50] |f:1.2.3|. Reported procedure: 1.04 g of 3-(5-[4-(cyclopentyloxy)-2-hydroxybenzoyl]-2-{[3-(methoxymethoxy)-1,2-benzisoxazol-6-yl]methoxy}phenyl) propanoic acid and 512 mg of potassium carbonate were suspended in 10 mL of N,N-dimethylformamide, to which 0.29 mL of chloromethyl pivalate was added, and this mixture was stirred for 2 hours at 40° C. Then, water and ethyl acetate were added to the reaction mixture, and the organic phase was separated therefrom. The remaining aqueous phase was extracted with ethyl acetate, and orga... Starting materials: CN(C)CC1CCCCC1(C2=CC=CC(=C2)OC)O.C(C=1C(O)=CC=CC1)(=O)[O-] (tramadol salicylate), C(C1=CC=CC=C1)(=O)[O-] (benzoate), Cl.C(C)(C)O (isopropyl alcohol-HCI), CN(C)CC1CCCCC1(C2=CC=CC(=C2)OC)O (tramadol), [OH-].[Na+] (NaOH). The solvent is O (water), C(C)(C)O (isopropyl alcohol), C(C)(C)O (isopropyl alcohol), C(C)(C)O (isopropyl alcohol). Conditions: temperature 75 celsius. Yields the product CN(C)CC1CCCCC1(C2=CC=CC(=C2)OC)O.Cl (Tramadol hydrochloride). Reaction SMILES: [CH3:1][N:2]([CH2:4][CH:5]1[C:10]([OH:19])([C:11]2[CH:16]=[C:15]([O:17][CH3:18])[CH:14]=[CH:13][CH:12]=2)[CH2:9][CH2:8][CH2:7][CH2:6]1)[CH3:3].C([O-])(=O)C1C(=CC=CC=1)O.C([O-])(=O)C1C=CC=CC=1.[OH-].[Na+].[ClH:41].C(O)(C)C.CN(CC1C(O)(C2C=C(OC)C=CC=2)CCCC1)C>C(O)(C)C.O>[CH3:3][N:2]([CH2:4][CH:5]1[C:10]([OH:19])([C:11]2[CH:16]=[C:15]([O:17][CH3:18])[CH:14]=[CH:13][CH:12]=2)[CH2:9][CH2:8][CH2:7][CH2:6]1)[CH3:1].[ClH:41] |f:0.1,3.4,5.6,10.11|. Procedure details: In a reaction flask 160 g tramadol salicylate (or benzoate) salt was stirred with about 800 ml water and pH was adjusted to 11-12 by 30% aqueous NaOH solution. The tramadol free base was extracted with toluene, washed with water, and toluene was evaporated under reduced pressure. The oil obtained (about 100 gm) was dissolved in 300 ml isopropyl alcohol. In a separate flask HCI gas was passed in isopropyl alcohol. This isopropyl alcohol-HCI solution was added to tramadol base solution in isopropy... The reactants are C(C1=CC=CC=C1)OC(CC=1C=C(OCCCC(=O)OCC)C=CC1)=O (ethyl 4-(3-(2-(benzyloxy)-2-oxoethyl)phenoxy)butanoate). Reagents/catalysts: [Pd] (Pd/C). Solvent: CO (methanol). Run at time 8 hour. The product is COC(CCCOC=1C=C(C=CC1)CC(=O)O)=O (2-(3-(4-methoxy-4-oxobutoxy)phenyl)acetic acid). The yield is 68.7%. RXN SMILES: C([O:8][C:9](=[O:26])[CH2:10][C:11]1[CH:12]=[C:13]([CH:23]=[CH:24][CH:25]=1)[O:14][CH2:15][CH2:16][CH2:17][C:18]([O:20][CH2:21]C)=[O:19])C1C=CC=CC=1>CO.[Pd]>[CH3:21][O:20][C:18](=[O:19])[CH2:17][CH2:16][CH2:15][O:14][C:13]1[CH:12]=[C:11]([CH2:10][C:9]([OH:26])=[O:8])[CH:25]=[CH:24][CH:23]=1. Reported procedure: The mixture of ethyl 4-(3-(2-(benzyloxy)-2-oxoethyl)phenoxy)butanoate (2.05 g, 5.77 mmol) and Pd/C (0.207 g) in methanol was stirred at room temperature under H2 overnight. The mixture was filtered and the filtrate was concentrated under reduce pressure. The residue was washed with ether, filtrated and dried to obtain 2-(3-(4-methoxy-4-oxobutoxy)phenyl)acetic acid (compound 0202-35) (1 g, 66%): LCMS: 267 [M+1]+. Starting materials: FC1=C2C=NNC2=CC=C1C=O (4-fluoro-1H-indazole-5-carbaldehyde), ClC1=CC(=C(CBr)C=C1)C(F)(F)F (4-chloro-2-(trifluoromethyl)benzyl bromide). Product: ClC1=CC(=C(CN2N=CC3=C(C(=CC=C23)C=O)F)C=C1)C(F)(F)F ([4-Chloro-2-(trifluoromethyl)benzyl]-4-fluoro-1H-indazol-5-carbaldehyde). RXN SMILES: [F:1][C:2]1[C:10]([CH:11]=[O:12])=[CH:9][CH:8]=[C:7]2[C:3]=1[CH:4]=[N:5][NH:6]2.[Cl:13][C:14]1[CH:21]=[CH:20][C:17]([CH2:18]Br)=[C:16]([C:22]([F:25])([F:24])[F:23])[CH:15]=1>>[Cl:13][C:14]1[CH:21]=[CH:20][C:17]([CH2:18][N:6]2[C:7]3[C:3](=[C:2]([F:1])[C:10]([CH:11]=[O:12])=[CH:9][CH:8]=3)[CH:4]=[N:5]2)=[C:16]([C:22]([F:23])([F:24])[F:25])[CH:15]=1. Procedure details: [4-Chloro-2-(trifluoromethyl)benzyl]-4-fluoro-1H-indazol-5-carbaldehyde was prepared from 4-fluoro-1H-indazole-5-carbaldehyde and 4-chloro-2-(trifluoromethyl)benzyl bromide following General Procedure A.